This data is from the Open Reaction Database (ORD), a public repository of structured organic reaction records. The task is: describe an organic reaction: reactants, conditions, products, and yield Reactants: Stannous chloride dihydrate, C1(CCCCC1)C1=C(C=C(C=C1)C(C)=O)[N+](=O)[O-] (1-(4-cyclohexyl-3-nitrophenyl)ethanone). The solvent is Cl (hydrochloric acid). Run at time 15 minute. The product is NC=1C=C(C=CC1C1CCCCC1)C(C)=O (1-(3-amino-4-cyclohexylphenyl)ethanone). RXN SMILES: [CH:1]1([C:7]2[CH:12]=[CH:11][C:10]([C:13](=[O:15])[CH3:14])=[CH:9][C:8]=2[N+:16]([O-])=O)[CH2:6][CH2:5][CH2:4][CH2:3][CH2:2]1>Cl>[NH2:16][C:8]1[CH:9]=[C:10]([C:13](=[O:15])[CH3:14])[CH:11]=[CH:12][C:7]=1[CH:1]1[CH2:6][CH2:5][CH2:4][CH2:3][CH2:2]1. Reported procedure: Stannous chloride dihydrate (15.8 g, 0.07 mol) is added to a solution of 1-(4-cyclohexyl-3-nitrophenyl)ethanone (5.8 g, 0.0235 mol) in concentrated hydrochloric acid (35 mL) at 0-5° C. The reaction mixture is slowly brought to 60-65° C. and is stirred at this temperature for 15 minutes. After cooling to room temperature the reaction mixture is extracted with ethyl acetate (3×100 mL). The pH is adjusted to 8.0-9.0 using solid sodium bicarbonate. After washing with water (1×15 mL) the organic laye... Reactants: CC(C(=O)O)c1ccc(-c2ccc(F)cc2F)c(O)c1, N, O=S(Cl)Cl, c1ccccc1. Yields the product CC(C(N)=O)c1ccc(-c2ccc(F)cc2F)c(O)c1. Reaction SMILES: [F:1][c:2]1[c:3](-[c:9]2[c:10]([OH:20])[cH:11][c:12]([CH:15]([C:16](=[O:17])[OH:18])[CH3:19])[cH:13][cH:14]2)[cH:4][cH:5][c:6]([F:8])[cH:7]1.[NH3:25].[S:21]([Cl:22])([Cl:23])=[O:24].[cH:26]1[cH:27][cH:28][cH:29][cH:30][cH:31]1>>[F:1][c:2]1[c:3](-[c:9]2[c:10]([OH:20])[cH:11][c:12]([CH:15]([C:16](=[O:17])[NH2:25])[CH3:19])[cH:13][cH:14]2)[cH:4][cH:5][c:6]([F:8])[cH:7]1. Reactants: COC1=CC=2C[C@H]([C@H]3C4=CC[C@@H]([C@@]4(C)CC[C@@H]3C2C=C1)O)C ((7α,17β)-3-methoxy-7-methylestr-1,3,5(10),14-tetraen-17-ol). Reagents/catalysts: [Pd] (palladium on activated carbon). Run in C(C)O (ethanol), ClCCl (dichloromethane). Run at time 24 hour. Product: COC1=CC=2C[C@H]([C@H]3[C@H]4CC[C@@H]([C@@]4(C)CC[C@@H]3C2C=C1)O)C ((7α,14β,17β)-3-methoxy-7-methylestr-1,3,5(10)-trien-17-ol). Isolated yield 95.6%. Reaction SMILES: [CH3:1][O:2][C:3]1[CH:20]=[CH:19][C:18]2[C@@H:17]3[C@H:8]([C:9]4[C@@:13]([CH2:15][CH2:16]3)([CH3:14])[C@@H:12]([OH:21])[CH2:11][CH:10]=4)[C@H:7]([CH3:22])[CH2:6][C:5]=2[CH:4]=1>[Pd].C(O)C.ClCCl>[CH3:1][O:2][C:3]1[CH:20]=[CH:19][C:18]2[C@@H:17]3[C@H:8]([C@@H:9]4[C@@:13]([CH2:15][CH2:16]3)([CH3:14])[C@@H:12]([OH:21])[CH2:11][CH2:10]4)[C@H:7]([CH3:22])[CH2:6][C:5]=2[CH:4]=1. Procedure details: i)—A mixture of (7α,17β)-3-methoxy-7-methylestr-1,3,5(10),14-tetraen-17-ol [Segaloff, et al, Steroids 22, 99 (1973); 86.2 g] and palladium on activated carbon (5%; 34.5 g) in ethanol (578 ml) and dichloromethane (414 ml) was stirred under hydrogen (3 bar) at room temperature for 24 h. The reaction mixture was filtered and the filtrate was concentrated under reduced pressure, to give (7α,14β,17β)-3-methoxy-7-methylestr-1,3,5(10)-trien-17-ol (83.0 g). The product was used in the following step wit... Starting materials: NC=1SC=CN1 (2-aminothiazole), ClC1=NC(=CC=C1)Cl (2,6-dichloropyridine), (S)-(−)-2,2′-(bisdiphenylphosphino)-1,1′-binaphthyl, C([O-])([O-])=O.[Cs+].[Cs+] (cesium carbonate), C1(=CC=CC=C1)C (toluene). The solvent is C(C)(=O)OCC (ethyl acetate). The product is ClC1=CC=CC(=N1)NC=1SC=CN1 ((6-chloro-pyridin-2-yl)-thiazol-2-yl-amine). Yield: 63.3%. Reaction SMILES: [NH2:1][C:2]1[S:3][CH:4]=[CH:5][N:6]=1.[Cl:7][C:8]1[CH:13]=[CH:12][CH:11]=[C:10](Cl)[N:9]=1.C(=O)([O-])[O-].[Cs+].[Cs+].C1(C)C=CC=CC=1>C(OCC)(=O)C>[Cl:7][C:8]1[N:9]=[C:10]([NH:1][C:2]2[S:3][CH:4]=[CH:5][N:6]=2)[CH:11]=[CH:12][CH:13]=1 |f:2.3.4|. Reported procedure: A mixture of 1.37 g (9.26 mmol) of 2-aminothiazole, 0.74 g (7.39 mmol) of 2,6-dichloropyridine, 387 mg (0.621 mmol) of (S)-(−)-2,2′-(bisdiphenylphosphino)-1,1′-binaphthyl, 322 mg (0.311 mmol) of tris(dibenzylideneacetone)dipalladium(0)-chloroform complex, 2.77 g (8.50 mmol) of cesium carbonate and 10 ml of toluene was heated under reflux for 1 hour and 30 minutes, cooled to room temperature and diluted with ethyl acetate. An insoluble matter was filtered off using Celite and the resulting ethyl ... The product is Cl.FC1=CC=2C3=C(N(C2C=C1)C1=CC=C(C=C1)F)CN(C3)CCCC(C)(O)C3=CC=C(C=C3)F (7-Fluoro-4-(p-fluorophenyl)-2-[4-(p-fluorophenyl)-4-hydroxypentyl]-1,2,3,4-tetrahydropyrrolo[3,4-b]indole hydrochloride). Reactants: Cl.FC1=CC=2C3=C(N(C2C=C1)C1=CC=C(C=C1)F)CN(C3)CCCC(C3=CC=C(C=C3)F)=O (7-fluoro-4-(p-fluorophenyl)-2-[3-(p-fluorobenzoyl)propyl]-1,2,3,4-tetrahydropyrrolo[3,4-b]indole hydrochloride), methyl Grignard reagent, C(C)OCC (diethyl ether), CI (methyl iodide), [Mg] (magnesium). Solvent: O1CCCC1 (tetrahydrofuran), O (water). Procedure: A methyl Grignard reagent prepared from 852 mg. (6 m moles) of methyl iodide and 144 mg. (6 m mole) of magnesium in 40 ml. of diethyl ether is divided into equal portions. To one-half is added portionwise 500 mg. (1.1 m moles) of 7-fluoro-4-(p-fluorophenyl)-2-[3-(p-fluorobenzoyl)propyl]-1,2,3,4-tetrahydropyrrolo[3,4-b]indole hydrochloride in 20 ml. of tetrahydrofuran, and the mixture allowed to stir for 1 hour. To the mixture is then added the other half of the Grignard solution, and stirring ma... Reaction conditions: time 1 hour. As a reaction SMILES: CI.[Mg].[CH2:4](OCC)C.[ClH:9].[F:10][C:11]1[CH:19]=[CH:18][C:17]2[N:16]([C:20]3[CH:25]=[CH:24][C:23]([F:26])=[CH:22][CH:21]=3)[C:15]3[CH2:27][N:28]([CH2:30][CH2:31][CH2:32][C:33](=[O:41])[C:34]4[CH:39]=[CH:38][C:37]([F:40])=[CH:36][CH:35]=4)[CH2:29][C:14]=3[C:13]=2[CH:12]=1>O.O1CCCC1>[ClH:9].[F:10][C:11]1[CH:19]=[CH:18][C:17]2[N:16]([C:20]3[CH:21]=[CH:22][C:23]([F:26])=[CH:24][CH:25]=3)[C:15]3[CH2:27][N:28]([CH2:30][CH2:31][CH2:32][C:33]([C:34]4[CH:35]=[CH:36][C:37]([F:40])=[CH:38][CH:39]=4)([OH:41])[CH3:4])[CH2:29][C:14]=3[C:13]=2[CH:12]=1 |f:3.4,7.8|. Starting materials: CC(=O)OC1CC(=O)N1, C=CCS, [Na+], [OH-], O. The product is C=CCSC1CC(=O)N1. As a reaction SMILES: [C:7]([O:8][CH:11]1[CH2:12][C:13](=[O:15])[NH:14]1)(=[O:9])[CH3:10].[CH2:3]([CH:4]=[CH2:5])[SH:6].[Na+:2].[OH-:1].[OH2:16]>>[CH2:3]([CH:4]=[CH2:5])[S:6][CH:11]1[CH2:12][C:13](=[O:15])[NH:14]1. Starting materials: Cl.OC1[C@H](N)[C@@H](O)[C@H](O)[C@H](O1)CO (glucosamine hydrochloride), S(=O)(=O)([O-])[O-].[Zn+2] (zinc sulfate). The solvent is O (water). Product: [Cl-].[Zn+2].S(=O)(=O)([O-])O.OC1[C@H](N)[C@@H](O)[C@H](O)[C@H](O1)CO (glucosamine sulfate zinc chloride). RXN SMILES: [ClH:1].[OH:2][CH:3]1[O:11][C@H:10]([CH2:12][OH:13])[C@@H:8]([OH:9])[C@H:6]([OH:7])[C@H:4]1[NH2:5].[S:14]([O-:18])([O-:17])(=[O:16])=[O:15].[Zn+2:19]>O>[Cl-:1].[Zn+2:19].[S:14]([OH:18])([O-:17])(=[O:16])=[O:15].[OH:2][CH:3]1[O:11][C@H:10]([CH2:12][OH:13])[C@@H:8]([OH:9])[C@H:6]([OH:7])[C@H:4]1[NH2:5] |f:0.1,2.3,5.6.7.8|. Procedure details: Example 1 was repeated using 1855 g of purified water, 431.5 g (2 moles) of glucosamine hydrochloride and 287.5 g (1 mole) of zinc sulfate (heptahydrate) instead of the sodium sulfate. After freeze drying, glucosamine sulfate zinc chloride was obtained as a white powder in a yield of 540 g (95% of theoretical). Reactants: C(C)(C)(C)OC(=O)N1[C@@H](C[C@@H](C1)N1CCN(CC1)C1=NC=C(C=C1Cl)C(=O)OCC)C(=O)N1CSCC1 (3-{(2S,4S)-1-tert-Butoxycarbonyl-4-[4-(3-chloro-5-ethoxycarbonyl-2-pyridyl)-1-piperazinyl]-2-pyrrolidinylcarbonyl}-1,3-thiazolidine), Cl.Cl.Cl.ClC=1C(=NC=C(C1)C(=O)OCC)N1CCN(CC1)[C@H]1C[C@H](NC1)C(=O)N1CSCC1 (3-{(2S,4S)-4-[4-(3-chloro-5-ethoxycarbonyl-2-pyridyl)-1-piperazinyl]-2-pyrrolidinylcarbonyl}-1,3-thiazolidine trihydrochloride), [OH-].[Li+] (lithium hydroxide). Solvent: C(C)O (ethanol). Run at time 19 hour. Yields the product C(C)(C)(C)OC(=O)N1[C@@H](C[C@@H](C1)N1CCN(CC1)C1=NC=C(C=C1Cl)C(=O)O)C(=O)N1CSCC1 (3-{(2S,4S)-1-tert-butoxycarbonyl-4-[4-(5-carboxy-3-chloro-2-pyridyl)-1-piperazinyl]-2-pyrrolidinylcarbonyl}-1,3-thiazolidine). The yield is 42.8%. Reaction SMILES: [C:1]([O:5][C:6]([N:8]1[CH2:12][C@@H:11]([N:13]2[CH2:18][CH2:17][N:16]([C:19]3[C:24]([Cl:25])=[CH:23][C:22]([C:26]([O:28]CC)=[O:27])=[CH:21][N:20]=3)[CH2:15][CH2:14]2)[CH2:10][C@H:9]1[C:31]([N:33]1[CH2:37][CH2:36][S:35][CH2:34]1)=[O:32])=[O:7])([CH3:4])([CH3:3])[CH3:2].Cl.Cl.Cl.ClC1C(N2CCN([C@@H]3CN[C@H](C(N4CCSC4)=O)C3)CC2)=NC=C(C(OCC)=O)C=1.[OH-].[Li+]>C(O)C>[C:1]([O:5][C:6]([N:8]1[CH2:12][C@@H:11]([N:13]2[CH2:14][CH2:15][N:16]([C:19]3[C:24]([Cl:25])=[CH:23][C:22]([C:26]([OH:28])=[O:27])=[CH:21][N:20]=3)[CH2:17][CH2:18]2)[CH2:10][C@H:9]1[C:31]([N:33]1[CH2:37][CH2:36][S:35][CH2:34]1)=[O:32])=[O:7])([CH3:4])([CH3:2])[CH3:3] |f:1.2.3.4,5.6|. Reported procedure: 3-{(2S,4S)-1-tert-Butoxycarbonyl-4-[4-(3-chloro-5-ethoxycarbonyl-2-pyridyl)-1-piperazinyl]-2-pyrrolidinylcarbonyl}-1,3-thiazolidine [product of Example 216 (3), 6.49 g] was dissolved in ethanol (30 mL), and aqueous solution (30 mL) of lithium hydroxide (0.59 g) was added thereto. The mixture was stirred at room temperature for 19 hr and ethanol was evaporated under reduced pressure. The concentrate was washed with ethyl acetate, and 1 mol/L hydrochloric acid was added thereto. The precipitated s... The reactants are O1C(CC2=CC=CC=C12)=O (2-coumaranone), COC(C=P(C1=CC=CC=C1)(C1=CC=CC=C1)C1=CC=CC=C1)=O (methyl(triphenylphosphoranylideneacetate)), COC(C=P(C1=CC=CC=C1)(C1=CC=CC=C1)C1=CC=CC=C1)=O (methyl(triphenylphosphoranylideneacetate)). The solvent is C1(=CC=CC=C1)C (toluene), C1(=CC=CC=C1)C (toluene). Reaction conditions: time 5 hour. Product: COC(CC=1OC2=C(C1)C=CC=C2)=O (Benzofuran-2-yl-acetic acid methyl ester). RXN SMILES: [O:1]1[C:9]2[C:4](=[CH:5][CH:6]=[CH:7][CH:8]=2)[CH2:3][C:2]1=O.[CH3:11][O:12][C:13](=[O:34])[CH:14]=P(C1C=CC=CC=1)(C1C=CC=CC=1)C1C=CC=CC=1>C1(C)C=CC=CC=1>[CH3:11][O:12][C:13](=[O:34])[CH2:14][C:2]1[O:1][C:9]2[CH:8]=[CH:7][CH:6]=[CH:5][C:4]=2[CH:3]=1. Procedure details: A solution of 2-coumaranone (5.0 g, 37 mmol) and methyl(triphenylphosphoranylideneacetate) (13.5 g. 40 mmol) in toluene (70 mL) was heated to reflux for 25 hours. More toluene was added (10 mL), and after a further 5 hours, more methyl(triphenylphosphoranylideneacetate) (0.5 g, 1.5 mmol). After another 19 hours, a further 1.0 g (3.0 mmol) was added, and after a further 21 hours, the solvent was removed in vacuo. Column chromatography (heptane:ethyl acetate 4:1) gave the product as a brown oil, 2... Starting materials: FC(C(=O)O)(F)F (Trifluoroacetic acid), C(C)(C)(C)OC(=O)N(C=1C=C(C=CC1)C1=CC(=C(C(=O)OC(C)(C)C)C=C1)NC(=O)C=1C=NC=C(C1)C1=CC=CC=C1)CC (tert-butyl 4-(3-((tert-butoxycarbonyl)(ethyl)amino)phenyl)-2-(5-phenylpyridine-3-carboxamido)benzoate). Run in C(Cl)Cl (methylene chloride). Conditions: time 30 minute. Product: C(C)NC=1C=C(C=CC1)C1=CC(=C(C(=O)O)C=C1)NC(=O)C=1C=NC=C(C1)C1=CC=CC=C1 (4-(3-(ethylamino)phenyl)-2-(5-phenylpyridine-3-carboxamido)benzoic acid). The yield is 90.5%. RXN SMILES: FC(F)(F)C(O)=O.C(OC([N:15]([CH2:50][CH3:51])[C:16]1[CH:17]=[C:18]([C:22]2[CH:34]=[CH:33][C:25]([C:26]([O:28]C(C)(C)C)=[O:27])=[C:24]([NH:35][C:36]([C:38]3[CH:39]=[N:40][CH:41]=[C:42]([C:44]4[CH:49]=[CH:48][CH:47]=[CH:46][CH:45]=4)[CH:43]=3)=[O:37])[CH:23]=2)[CH:19]=[CH:20][CH:21]=1)=O)(C)(C)C>C(Cl)Cl>[CH2:50]([NH:15][C:16]1[CH:17]=[C:18]([C:22]2[CH:34]=[CH:33][C:25]([C:26]([OH:28])=[O:27])=[C:24]([NH:35][C:36]([C:38]3[CH:39]=[N:40][CH:41]=[C:42]([C:44]4[CH:49]=[CH:48][CH:47]=[CH:46][CH:45]=4)[CH:43]=3)=[O:37])[CH:23]=2)[CH:19]=[CH:20][CH:21]=1)[CH3:51]. Procedure details: Trifluoroacetic acid (2.0 mL) was added to a methylene chloride (2.0 mL) solution of the obtained tert-butyl 4-(3-((tert-butoxycarbonyl)(ethyl)amino)phenyl)-2-(5-phenylpyridine-3-carboxamido)benzoate (0.15 g) at room temperature, followed by stirring at the same temperature for 7 hours and 30 minutes. The solvent was evaporated under reduced pressure, and methanol (3 mL) and dioxane (1 mL) were added to the obtained residue. The pH was adjusted to 13.0 with a 2 mol/L aqueous solution of sodium h...